This data is from the Open Reaction Database (ORD), a public repository of structured organic reaction records. The task is: describe an organic reaction: reactants, conditions, products, and yield The reactants are N1CCC(CC1)NC=1SC(=NN1)C(F)(F)F (Piperidin-4-yl-(5-trifluoromethyl-[1,3,4]thiadiazol-2-yl)-amine), FC(OC=1C=C(C=O)C=CC1)(F)F (3-trifluoromethoxy-benzaldehyde), C(C)(=O)O[BH-](OC(C)=O)OC(C)=O (triacetoxyborohydride). Run in ClCCCl (1,2-dichloroethane). Conditions: time 16 hour. Yields the product FC(OC=1C=C(CN2CCC(CC2)NC=2SC(=NN2)C(F)(F)F)C=CC1)(F)F ([1-(3-Trifluoromethoxy-benzyl)-piperidin-4-yl]-(5-trifluoromethyl-[1,3,4]thiadiazol-2-yl)-amine). The yield is 68.0%. As a reaction SMILES: [NH:1]1[CH2:6][CH2:5][CH:4]([NH:7][C:8]2[S:9][C:10]([C:13]([F:16])([F:15])[F:14])=[N:11][N:12]=2)[CH2:3][CH2:2]1.[F:17][C:18]([F:29])([F:28])[O:19][C:20]1[CH:21]=[C:22]([CH:25]=[CH:26][CH:27]=1)[CH:23]=O.C(O[BH-](OC(=O)C)OC(=O)C)(=O)C>ClCCCl>[F:17][C:18]([F:28])([F:29])[O:19][C:20]1[CH:21]=[C:22]([CH:25]=[CH:26][CH:27]=1)[CH2:23][N:1]1[CH2:6][CH2:5][CH:4]([NH:7][C:8]2[S:9][C:10]([C:13]([F:16])([F:14])[F:15])=[N:11][N:12]=2)[CH2:3][CH2:2]1. Procedure: A mixture of piperidin-4-yl-(5-trifluoromethyl-[1,3,4]thiadiazol-2-yl)-amine (D4) (0.025 g, 0.10 mmol), 3-trifluoromethoxy-benzaldehyde (0.034 ml, 0.29 mmol) and polymer supported triacetoxyborohydride (2.07 mmol/g) (0.165 g, 0.29 mmol) in 1,2-dichloroethane (2 ml) was shaken at room temperature for 16 h. After this period, the reaction mixture was filtered through an Isolute SCX-2 cartridge. The cartridge was washed with methanol. The crude product was eluted with a 7M solution of ammonia in me... Starting materials: [Cl-], Cl, CCCCCCCc1ccc(C(=O)CCCCC(=O)O)cc1[N+](=O)[O-], [Na+], [OH-]. Product: CCCCCCCc1ccc(C(=O)CCCCC(=O)O)cc1N. As a reaction SMILES: [Cl-:26].[ClH:27].[N+:1]([O-:2])(=[O:3])[c:4]1[cH:5][c:6]([C:7](=[O:8])[CH2:9][CH2:10][CH2:11][CH2:12][C:13](=[O:14])[OH:15])[cH:16][cH:17][c:18]1[CH2:19][CH2:20][CH2:21][CH2:22][CH2:23][CH2:24][CH3:25].[Na+:29].[OH-:28]>>[NH2:1][c:4]1[cH:5][c:6]([C:7](=[O:8])[CH2:9][CH2:10][CH2:11][CH2:12][C:13](=[O:14])[OH:15])[cH:16][cH:17][c:18]1[CH2:19][CH2:20][CH2:21][CH2:22][CH2:23][CH2:24][CH3:25]. Starting materials: Cl (Hydrogen chloride), C(CCCCCCC)O (octanol), C(C1=C[N+](=CC=C1)[O-])(=O)O (Nicotinic acid N-oxide). As a reaction SMILES: Cl.[CH2:2]([OH:10])[CH2:3][CH2:4][CH2:5][CH2:6][CH2:7][CH2:8][CH3:9].[C:11](O)(=[O:19])[C:12]1[CH:17]=[CH:16][CH:15]=[N+:14]([O-:18])[CH:13]=1>>[C:11]([O:10][CH2:2][CH2:3][CH2:4][CH2:5][CH2:6][CH2:7][CH2:8][CH3:9])(=[O:19])[C:12]1[CH:17]=[CH:16][CH:15]=[N+:14]([O-:18])[CH:13]=1. The yield is 81.6%. Yields the product C(C1=C[N+](=CC=C1)[O-])(=O)OCCCCCCCC (octyl nicotinate N-oxide). Procedure details: Hydrogen chloride was bubbled through cold octanol (25 g, 190 mmol) until a weight gain of 4.2 g had registered. Nicotinic acid N-oxide (5.29 g, 38 mmol) was then added and the resulting mixture was stirred and heated at 95°-100° C. for 3 hours and 40 minutes. The excess octanol was then removed by distillation at reduced pressure, and the residue of the distillation was taken up in dichloromethane. The dichloromethane solution was washed with aqueous sodium bicarbonate and then with water, drie... The reactants are COCOc1ccc(C2(COc3cnc(C)nc3C)CC2C=O)cc1F, CC=C(C)C, CC(C)=O, [O-][Cl+][O-], [Na+], [Na+], O, O, O=P([O-])(O)O. Yields the product COCOc1ccc(C2(COc3cnc(C)nc3C)CC2C(=O)O)cc1F. As a reaction SMILES: [CH3:12][c:13]1[n:14][cH:15][c:16]([O:20][CH2:21][C:22]2([c:27]3[cH:28][c:29]([F:37])[c:30]([O:33][CH2:34][O:35][CH3:36])[cH:31][cH:32]3)[CH:23]([CH:25]=[O:26])[CH2:24]2)[c:17]([CH3:19])[n:18]1.[CH3:1][C:2](=[CH:3][CH3:4])[CH3:5].[CH3:44][C:45]([CH3:46])=[O:47].[Cl+:38]([O-:39])[O-:40].[Na+:11].[Na+:41].[OH2:42].[OH2:43].[P:6]([O-:7])([OH:8])([OH:9])=[O:10]>>[CH3:12][c:13]1[n:14][cH:15][c:16]([O:20][CH2:21][C:22]2([c:27]3[cH:28][c:29]([F:37])[c:30]([O:33][CH2:34][O:35][CH3:36])[cH:31][cH:32]3)[CH:23]([C:25](=[O:26])[OH:39])[CH2:24]2)[c:17]([CH3:19])[n:18]1. The reactants are COCCOCCOCCO (2-(2-(2-methoxyethoxy)ethoxy)ethanol), N1=CC=CC=C1 (pyridine), ClC(=O)OC(C)Cl (1-chloroethyl chloroformate). Solvent: C(Cl)Cl (methylene chloride). Product: C(OC(C)Cl)(OCCOCCOCCOC)=O (1-chloroethyl 2-(2-(2-methoxyethoxy)ethoxy)ethyl carbonate). Reaction SMILES: Cl[C:2]([O:4][CH:5]([Cl:7])[CH3:6])=[O:3].[CH3:8][O:9][CH2:10][CH2:11][O:12][CH2:13][CH2:14][O:15][CH2:16][CH2:17][OH:18].N1C=CC=CC=1>C(Cl)Cl>[C:2](=[O:3])([O:18][CH2:17][CH2:16][O:15][CH2:14][CH2:13][O:12][CH2:11][CH2:10][O:9][CH3:8])[O:4][CH:5]([Cl:7])[CH3:6]. Procedure details: In a manner similar to the method described in Example 3, 1-chloroethyl chloroformate was reacted with 2-(2-(2-methoxyethoxy)ethoxy)ethanol (TCI) and pyridine in methylene chloride at −78° C. for 3 h to give 1-chloroethyl 2-(2-(2-methoxyethoxy)ethoxy)ethyl carbonate. This was then reacted with chiral 4-((2R,3S,4R,5S)-3-(3-chloro-2-fluorophenyl)-4-(4-chloro-2-fluorophenyl)-4-cyano-5-neopentylpyrrolidine-2-carboxamido)-3-methoxybenzoic acid in the presence of cesium carbonate in dimethylformamide ... Reactants: C(CCC)N1C(C(=C(C2=CC=CN=C12)C1=CC(=CC=C1)OC)NC(=O)NC1=C(C=CC(=C1)COC1OCCCC1)C(C)(C)C)=O (N-[1-butyl-4-(3-methoxyphenyl)-1,2-dihydro-2-oxo-1,8-naphthyridin-3-yl]-N′-[2-tert-butyl-5-[(tetrahydro-2H-pyran-2-yl)-oxymethyl]phenyl]urea), C1(=CC=C(C=C1)S(=O)(=O)O)C (p-toluenesulfonic acid). Run in CO (methanol). Reaction conditions: time 2 hour. The product is C(CCC)N1C(C(=C(C2=CC=CN=C12)C1=CC(=CC=C1)OC)NC(=O)NC1=C(C=CC(=C1)CO)C(C)(C)C)=O (N-[1-butyl-4-(3-methoxyphenyl)-1,2-dihydro-2-oxo-1,8-naphthyridin-3-yl]-N′-[2-tert-butyl-5-(hydroxymethyl)phenyl]urea). Isolated yield 73.4%. Reaction SMILES: [CH2:1]([N:5]1[C:14]2[C:9](=[CH:10][CH:11]=[CH:12][N:13]=2)[C:8]([C:15]2[CH:20]=[CH:19][CH:18]=[C:17]([O:21][CH3:22])[CH:16]=2)=[C:7]([NH:23][C:24]([NH:26][C:27]2[CH:32]=[C:31]([CH2:33][O:34]C3CCCCO3)[CH:30]=[CH:29][C:28]=2[C:41]([CH3:44])([CH3:43])[CH3:42])=[O:25])[C:6]1=[O:45])[CH2:2][CH2:3][CH3:4].C1(C)C=CC(S(O)(=O)=O)=CC=1>CO>[CH2:1]([N:5]1[C:14]2[C:9](=[CH:10][CH:11]=[CH:12][N:13]=2)[C:8]([C:15]2[CH:20]=[CH:19][CH:18]=[C:17]([O:21][CH3:22])[CH:16]=2)=[C:7]([NH:23][C:24]([NH:26][C:27]2[CH:32]=[C:31]([CH2:33][OH:34])[CH:30]=[CH:29][C:28]=2[C:41]([CH3:44])([CH3:43])[CH3:42])=[O:25])[C:6]1=[O:45])[CH2:2][CH2:3][CH3:4]. Procedure details: To a solution of N-[1-butyl-4-(3-methoxyphenyl)-1,2-dihydro-2-oxo-1,8-naphthyridin-3-yl]-N′-[2-tert-butyl-5-[(tetrahydro-2H-pyran-2-yl)-oxymethyl]phenyl]urea (34.05 g, 55.6 mmol) in methanol (340 ml) is added p-toluenesulfonic acid (10.57 g, 55.6 mmol), and the mixture is stirred at room temperature for two hours. Methanol is evaporated under reduced pressure, and to the resultant is added water, and the mixture is extracted with ethyl acetate. The extract is washed with water, an aqueous sodium... Reactants: Cc1cnc(N2CCNCC2)c(C)c1, CC(C)C1COC(=O)N1c1ccc(C(=O)O)cc1, Cl. Yields the product Cc1cnc(N2CCN(C(=O)c3ccc(N4C(=O)OCC4C(C)C)cc3)CC2)c(C)c1. RXN SMILES: [CH3:20][c:21]1[c:22]([N:28]2[CH2:29][CH2:30][NH:31][CH2:32][CH2:33]2)[n:23][cH:24][c:25]([CH3:27])[cH:26]1.[CH:1]([CH3:2])([CH3:3])[CH:4]1[N:5]([c:10]2[cH:11][cH:12][c:13]([C:14](=[O:15])[OH:16])[cH:17][cH:18]2)[C:6](=[O:9])[O:7][CH2:8]1.[ClH:19]>>[CH:1]([CH3:2])([CH3:3])[CH:4]1[N:5]([c:10]2[cH:11][cH:12][c:13]([C:14](=[O:16])[N:31]3[CH2:30][CH2:29][N:28]([c:22]4[c:21]([CH3:20])[cH:26][c:25]([CH3:27])[cH:24][n:23]4)[CH2:33][CH2:32]3)[cH:17][cH:18]2)[C:6](=[O:9])[O:7][CH2:8]1.